describe an organic reaction: reactants, conditions, products, and yield From a dataset of the Open Reaction Database (ORD), a public repository of structured organic reaction records. Yields the product ClC1=C(C=C(C(=C1)Cl)Cl)O (2,4,5-trichlorophenol). The reactants are ClC1=C(C=C(C(=C1)Cl)Cl)[N+]#N (2,4,5-trichlorobenzenediazonium), cupric, O (water). Reported procedure: In the fourth stage, the 2,4,5-trichlorobenzenediazonium strong mineral acid salt in solution in water is hydrolytically decomposed at a temperature from the reflux temperature to a temperature of 375° C. At the lower temperatures, the solution is refluxed in the presence of a cupric salt, the 2,4,5-trichlorophenol formed is steam distilled from the reaction and separately recovered. At higher temperatures of 130° C. to 375° C., preferably from 140° C. to 220° C., the aqueous solution is injecte... Reaction SMILES: [Cl:1][C:2]1[CH:7]=[C:6]([Cl:8])[C:5]([Cl:9])=[CH:4][C:3]=1[N+]#N.[OH2:12]>>[Cl:1][C:2]1[CH:7]=[C:6]([Cl:8])[C:5]([Cl:9])=[CH:4][C:3]=1[OH:12].